From a dataset of the Open Reaction Database (ORD), a public repository of structured organic reaction records. describe an organic reaction: reactants, conditions, products, and yield The reactants are ClC1=NC2=C(N1CCOCCC)C=CC=C2 (2-chloro-1-[2-(n-propoxy)ethyl]benzimidazole), CN1CCNCC1 (N-methylpiperazine), C(\C=C\C(=O)O)(=O)O (fumaric acid). Product: C(CC)OCCN1C(=NC2=C1C=CC=C2)N2CCN(CC2)C (1-[2-(n-propoxy)ethyl]-2-(4-methyl-1-piperazinyl)benzimidazole). Reaction SMILES: Cl[C:2]1[N:6]([CH2:7][CH2:8][O:9][CH2:10][CH2:11][CH3:12])[C:5]2[CH:13]=[CH:14][CH:15]=[CH:16][C:4]=2[N:3]=1.[CH3:17][N:18]1[CH2:23][CH2:22][NH:21][CH2:20][CH2:19]1.C(O)(=O)/C=C/C(O)=O>>[CH2:10]([O:9][CH2:8][CH2:7][N:6]1[C:5]2[CH:13]=[CH:14][CH:15]=[CH:16][C:4]=2[N:3]=[C:2]1[N:21]1[CH2:22][CH2:23][N:18]([CH3:17])[CH2:19][CH2:20]1)[CH2:11][CH3:12]. Procedure: In the same manner as described in Example 1 using 2-chloro-1-[2-(n-propoxy)ethyl]benzimidazole (3.00 g), N-methylpiperazine (3.00 g) and fumaric acid (2.53 g), there are obtained crude crystals, which are recrystallized from ethyl acetate-ethanol to give 1-[2-(n-propoxy)ethyl]-2-(4-methyl-1-piperazinyl)benzimidazole.3/2 fumarate (3.42 g) as colorless prisms, m.p. 165°-166° C. Starting materials: C(C)(=O)Cl (acetyl chloride), CS(=O)C=C1C(CCC1(C)C)(C)C (2,2,5,5-tetramethylcyclopentylidenemethyl methyl sulfoxide), C(O)([O-])=O.[Na+] (sodium hydrogen carbonate). Solvent: C(Cl)Cl (methylene chloride). Product: ClCSC=C1C(CCC1(C)C)(C)C (2,2,5,5-tetramethylcyclopentylidenemethyl chloromethyl sulfide). Yield: 87.9%. RXN SMILES: [CH3:1][S:2]([CH:4]=[C:5]1[C:9]([CH3:11])([CH3:10])[CH2:8][CH2:7][C:6]1([CH3:13])[CH3:12])=O.C([Cl:17])(=O)C.C(=O)([O-])O.[Na+]>C(Cl)Cl>[Cl:17][CH2:1][S:2][CH:4]=[C:5]1[C:9]([CH3:11])([CH3:10])[CH2:8][CH2:7][C:6]1([CH3:13])[CH3:12] |f:2.3|. Procedure details: 1.0 g of 2,2,5,5-tetramethylcyclopentylidenemethyl methyl sulfoxide was dissolved in 10 ml of methylene chloride, and 470 mg of acetyl chloride was added dropwise. The mixture was subjected to reaction at room temperature for 12 hours, and then 50 ml of 5% sodium hydrogen carbonate was added thereto. The mixture was extracted twice with 50 ml of chloroform, and the organic layers were dried over anhydrous magnesium sulfate and filtered. The filtrate was concentrated under reduced pressure, where... Reactants: C1CN2CCN1CC2, C1CCOC1, COC(=O)OC, CC(C)Oc1ncc(-c2nc(-c3ccc(F)c4c(CCC(=O)O)c[nH]c34)no2)cc1Cl, Cl, [Na+], CN(C)C=O, [OH-], O. The product is CC(C)Oc1ncc(-c2nc(-c3ccc(F)c4c(CCC(=O)O)cn(C)c34)no2)cc1Cl. Reaction SMILES: [CH2:1]1[N:2]2[CH2:3][CH2:4][N:5]([CH2:6][CH2:7]2)[CH2:8]1.[CH2:54]1[O:55][CH2:56][CH2:57][CH2:58]1.[CH3:48][O:49][C:50]([O:51][CH3:52])=[O:53].[Cl:9][c:10]1[cH:11][c:12](-[c:20]2[n:21][c:22](-[c:25]3[cH:26][cH:27][c:28]([F:39])[c:29]4[c:30]([CH2:34][CH2:35][C:36](=[O:37])[OH:38])[cH:31][nH:32][c:33]34)[n:23][o:24]2)[cH:13][n:14][c:15]1[O:16][CH:17]([CH3:18])[CH3:19].[ClH:42].[Na+:41].[O:43]=[CH:44][N:45]([CH3:46])[CH3:47].[OH-:40].[OH2:59]>>[CH3:1][n:32]1[cH:31][c:30]([CH2:34][CH2:35][C:36](=[O:37])[OH:38])[c:29]2[c:28]([F:39])[cH:27][cH:26][c:25](-[c:22]3[n:21][c:20](-[c:12]4[cH:11][c:10]([Cl:9])[c:15]([O:16][CH:17]([CH3:18])[CH3:19])[n:14][cH:13]4)[o:24][n:23]3)[c:33]21. Procedure: To a well-stirred solution consisting of 34.40 g. (0.20 mole) of 2-iodoethanol dissolved in 25 ml. of benzene precooled to 0° C. with the aid of an ice/water bath, there is added in a dropwise manner a solution consisting of 19.1 ml. (0.20 mole) of ethyl chloroformate dissolved in 25 ml. of benzene. Upon completion of this step, the reaction mixture is treated with 19.1 ml. (0.20 mole) of pyridine which is also added in a dropwise manner. The resulting suspension is then stirred for a period of ... Reaction conditions: temperature 0 celsius, time 6 hour. Starting materials: ICCO (2-iodoethanol), ClC(=O)OCC (ethyl chloroformate), N1=CC=CC=C1 (pyridine). Solvent: C1=CC=CC=C1 (benzene), C1=CC=CC=C1 (benzene). As a reaction SMILES: [I:1][CH2:2][CH2:3][OH:4].Cl[C:6]([O:8][CH2:9][CH3:10])=[O:7].N1C=CC=CC=1>C1C=CC=CC=1>[C:6](=[O:7])([O:8][CH2:9][CH3:10])[O:4][CH2:3][CH2:2][I:1]. The product is C(OCCI)(OCC)=O (2-iodoethyl ethyl carbonate).